describe an organic reaction: reactants, conditions, products, and yield From a dataset of the Open Reaction Database (ORD), a public repository of structured organic reaction records. Reactants: O=Cc1cc(C(F)(F)F)ccc1Br, O=C([O-])[O-], COC(=O)Cc1ccc(OC)c(B2OC(C)(C)C(C)(C)O2)c1, COCCOC, ClCCl, [K+], [K+], O, c1ccc(P(c2ccccc2)(c2ccccc2)[Pd](P(c2ccccc2)(c2ccccc2)c2ccccc2)(P(c2ccccc2)(c2ccccc2)c2ccccc2)P(c2ccccc2)(c2ccccc2)c2ccccc2)cc1. Product: COC(=O)Cc1ccc(OC)c(-c2ccc(C(F)(F)F)cc2C=O)c1. Reaction SMILES: [Br:23][c:24]1[c:25]([CH:26]=[O:27])[cH:28][c:29]([C:32]([F:33])([F:34])[F:35])[cH:30][cH:31]1.[C:36](=[O:37])([O-:38])[O-:39].[CH3:1][O:2][C:3]([CH2:4][c:5]1[cH:6][c:7]([B:13]2[O:14][C:15]([CH3:16])([CH3:17])[C:18]([CH3:19])([CH3:20])[O:21]2)[c:8]([O:11][CH3:12])[cH:9][cH:10]1)=[O:22].[CH3:45][O:46][CH2:47][CH2:48][O:49][CH3:50].[Cl:42][CH2:43][Cl:44].[K+:40].[K+:41].[OH2:128].[cH:51]1[cH:52][cH:53][c:54]([P:55]([Pd:56]([P:57]([c:58]2[cH:59][cH:60][cH:61][cH:62][cH:63]2)([c:64]2[cH:65][cH:66][cH:67][cH:68][cH:69]2)[c:70]2[cH:71][cH:72][cH:73][cH:74][cH:75]2)([P:76]([c:77]2[cH:78][cH:79][cH:80][cH:81][cH:82]2)([c:83]2[cH:84][cH:85][cH:86][cH:87][cH:88]2)[c:89]2[cH:90][cH:91][cH:92][cH:93][cH:94]2)[P:95]([c:96]2[cH:97][cH:98][cH:99][cH:100][cH:101]2)([c:102]2[cH:103][cH:104][cH:105][cH:106][cH:107]2)[c:108]2[cH:109][cH:110][cH:111][cH:112][cH:113]2)([c:114]2[cH:115][cH:116][cH:117][cH:118][cH:119]2)[c:120]2[cH:121][cH:122][cH:123][cH:124][cH:125]2)[cH:126][cH:127]1>>[CH3:1][O:2][C:3]([CH2:4][c:5]1[cH:6][c:7](-[c:24]2[c:25]([CH:26]=[O:27])[cH:28][c:29]([C:32]([F:33])([F:34])[F:35])[cH:30][cH:31]2)[c:8]([O:11][CH3:12])[cH:9][cH:10]1)=[O:22].